This data is from the Open Reaction Database (ORD), a public repository of structured organic reaction records. The task is: describe an organic reaction: reactants, conditions, products, and yield Starting materials: ClC1=CC=C(C=C1)C=1N=C(OC1)CCCO (3-[4-(4-chlorophenyl)-2-oxazolyl]-propanol), [H-].[Na+] (sodium hydride), O (water). The solvent is CN(C)C=O (DMF), oil, C(C1=CC=CC=C1)Br (benzyl bromide). Reaction conditions: time 3 hour. Yields the product C(C1=CC=CC=C1)OCCCC=1OC=C(N1)C1=CC=C(C=C1)Cl (3-[4-(4-chlorophenyl)-2-oxazolyl]propyl benzyl ether). Yield: 123.7%. RXN SMILES: [Cl:1][C:2]1[CH:7]=[CH:6][C:5]([C:8]2[N:9]=[C:10]([CH2:13][CH2:14][CH2:15][OH:16])[O:11][CH:12]=2)=[CH:4][CH:3]=1.[H-].[Na+].O>CN(C=O)C.C(Br)C1C=CC=CC=1>[CH2:8]([O:16][CH2:15][CH2:14][CH2:13][C:10]1[O:11][CH:12]=[C:8]([C:5]2[CH:4]=[CH:3][C:2]([Cl:1])=[CH:7][CH:6]=2)[N:9]=1)[C:5]1[CH:6]=[CH:7][CH:2]=[CH:3][CH:4]=1 |f:1.2|. Reported procedure: To a solution of 3-[4-(4-chlorophenyl)-2-oxazolyl]-propanol (0.6 g) in DMF (10 ml) were added 60% (W/W) sodium hydride in oil (0.12 g) and benzyl bromide 0.3 ml), followed by stirring for 3 hours at room temperature. After additional stirring for an hour at 30° C., the reaction mixture was poured into water and then extracted with ether. The ether layer was washed with water, dried over MgSO4 and distilled to remove the solvent. The oily residue was subjected to a silica gel column chromatograph... Product: OC1=C(C=C(C(=O)O)C=C1)CC=C(C)C (4-Hydroxy-3-(3-methylbut-2-enyl)benzoic acid). Isolated yield 75.4%. Reactants: [OH-].[Li+] (Lithium hydroxide), C(C)(=O)OC1=C(C=C(C(=O)OC)C=C1)CC=C(C)C (Methyl 4-acetoxy-3-(3-methylbut-2-enyl)benzoate), O (H2O), Cl (HCl). Reported procedure: Lithium hydroxide (85 mg, 2.02 mmol) was added to a mixture of methyl ester 7 (106 mg, 0.405 mmol) in 0.5 mL of a 3/1/1 THF/eOH/H2O solution. The reaction mixture was stirred at reflux for 14 hours, cooled to room temperature, and diluted with THF (1 mL). The solution was acidified the solution to pH=3 by the dropwise addition of 6 M HCl. The layers were separated and the organic phase was dried (Na2SO4), filtered, and concentrated to afford acid 8 (63 mg, 75%) as a red oil that was suitable for... As a reaction SMILES: [OH-].[Li+].C([O:6][C:7]1[CH:16]=[CH:15][C:10]([C:11]([O:13]C)=[O:12])=[CH:9][C:8]=1[CH2:17][CH:18]=[C:19]([CH3:21])[CH3:20])(=O)C.O.Cl>C1COCC1>[OH:6][C:7]1[CH:16]=[CH:15][C:10]([C:11]([OH:13])=[O:12])=[CH:9][C:8]=1[CH2:17][CH:18]=[C:19]([CH3:21])[CH3:20] |f:0.1|. The solvent is 3/1/1, C1CCOC1 (THF), C1CCOC1 (THF). Starting materials: [BH4-].[Na+] (sodium borohydride), C1=CC=CC=2C(C3=C(C=CC21)C=CC=C3)=O (5H-Dibenzo[a,d]cyclohepten-5-one), O (water). Run in C(C)(C)O (isopropyl alcohol). Run at time 2 hour. Product: C1=CC=CC=2C(C3=C(C=CC21)C=CC=C3)O (5H-dibenzo-[a,d]-cyclohepten-5-ol). Isolated yield 97.1%. RXN SMILES: [CH:1]1[C:11]2[CH:10]=[CH:9][C:8]3[CH:12]=[CH:13][CH:14]=[CH:15][C:7]=3[C:6](=[O:16])[C:5]=2[CH:4]=[CH:3][CH:2]=1.[BH4-].[Na+].O>C(O)(C)C>[CH:12]1[C:8]2[CH:9]=[CH:10][C:11]3[CH:1]=[CH:2][CH:3]=[CH:4][C:5]=3[CH:6]([OH:16])[C:7]=2[CH:15]=[CH:14][CH:13]=1 |f:1.2|. Reported procedure: 5H-Dibenzo[a,d]cyclohepten-5-one (10 g) is dissolved in 80 ml of isopropyl alcohol and sodium borohydride (1.8 g) is added at once. The mixture is stirred at room temperature for two hr. 5 ml of water are added to quench the reaction and the solvent is evaporated. The residue is taken up in diethyl ether and washed with water, dried over MgSO4 and evaporated. (9.8 g 98% yield) of 5H-dibenzo-[a,d]-cyclohepten-5-ol is obtained.